Dataset: the Open Reaction Database (ORD), a public repository of structured organic reaction records. Task: describe an organic reaction: reactants, conditions, products, and yield Reactants: C(C(=C)C)(=O)OCCS(=O)(=O)O.[Na] (sodium 2-sulfoethyl methacrylate), 2,2'-azobis(2,4-dimethylvarelonitrile), O1CCCC1 (tetrahydrofuran), C(C(=C)C)(=O)[O-].[K+] (potassium methacrylate), C(C(=C)C)(=O)OC (methyl methacrylate), resultant mixture. Solvent: CO (methanol), O (water). The product is C(C(=C)C)(=O)OCCS(=O)(=O)O.[Na].C(C(=C)C)(=O)[O-].[K+].C(C(=C)C)(=O)OC (Sodium 2-sulfoethyl methacrylate potassium methacrylate methyl Methacrylate). Reaction SMILES: [C:1]([O:6][CH2:7][CH2:8][S:9]([OH:12])(=[O:11])=[O:10])(=[O:5])[C:2]([CH3:4])=[CH2:3].[Na:13].[C:14]([O-:19])(=[O:18])[C:15]([CH3:17])=[CH2:16].[K+:20].[C:21]([O:26][CH3:27])(=[O:25])[C:22]([CH3:24])=[CH2:23].O1CCCC1>O.CO>[C:1]([O:6][CH2:7][CH2:8][S:9]([OH:12])(=[O:10])=[O:11])(=[O:5])[C:2]([CH3:4])=[CH2:3].[Na:13].[C:14]([O-:19])(=[O:18])[C:15]([CH3:17])=[CH2:16].[K+:20].[C:21]([O:26][CH3:27])(=[O:25])[C:22]([CH3:24])=[CH2:23] |f:0.1,2.3,8.9.10.11.12,^1:12,47|. Procedure: To a separable flask equipped with a condenser having an inside volume of 2,000 ml, 20 g of sodium 2-sulfoethyl methacrylate, 10 g of potassium methacrylate, 170 g of methyl methacrylate, 350 g of tetrahydrofuran, 350 g of methanol, and 100 g of deionized water were introduced and stirred under nitrogen atmosphere. To this mixture, 1.5 g of 2,2′-azobis(2,4-dimethylvarelonitrile) was added as a polymerization initiator and the resultant mixture was heated to 60° C. After the mixture was stirred f... Reactants: CC(CCCCCCCCCCC)=NO (2-tridecanone oxime). The reagents and catalysts are [Pd] (palladium on charcoal). Run in C(C)O (ethanol). The product is NC(C)CCCCCCCCCCC (2-aminotridecane). The yield is 85.6%. Reaction SMILES: [CH3:1][C:2](=[N:14]O)[CH2:3][CH2:4][CH2:5][CH2:6][CH2:7][CH2:8][CH2:9][CH2:10][CH2:11][CH2:12][CH3:13]>[Pd].C(O)C>[NH2:14][CH:2]([CH2:3][CH2:4][CH2:5][CH2:6][CH2:7][CH2:8][CH2:9][CH2:10][CH2:11][CH2:12][CH3:13])[CH3:1]. Procedure: 20 g of 2-tridecanone oxime are reduced in 200 ml of abs. ethanol with 2 g of 5% palladium on charcoal, affording 16 g of 2-aminotridecane. Boiling point: 82°-87° C./0.01. Starting materials: COC(CNC)OC (Methylaminoacetaldehyde dimethylacetal), C1=CC=CC=C1 (benzene), CC1=CC=C(OC(C)C2=NN=C(S2)N=C=O)C=C1 (5-[1-(4-methylphenoxy)ethyl]-1,3,4-thiadiazol-2-yl isocyanate). The solvent is C1=CC=CC=C1.CCCCCC (benzene hexane). Reaction conditions: time 8 hour. The product is CC1=CC=C(OC(C)C2=NN=C(S2)NC(N(CC(OC)OC)C)=O)C=C1 (3-[5-[1-(4-methylphenoxy)ethyl]-1,3,4-thidiazol-2-yl]-1-methyl-1-(2,2-dimethoxyethyl)urea). Reaction SMILES: [CH3:1][O:2][CH:3]([O:7][CH3:8])[CH2:4][NH:5][CH3:6].C1C=CC=CC=1.[CH3:15][C:16]1[CH:32]=[CH:31][C:19]([O:20][CH:21]([C:23]2[S:27][C:26]([N:28]=[C:29]=[O:30])=[N:25][N:24]=2)[CH3:22])=[CH:18][CH:17]=1>C1C=CC=CC=1.CCCCCC>[CH3:15][C:16]1[CH:17]=[CH:18][C:19]([O:20][CH:21]([C:23]2[S:27][C:26]([NH:28][C:29](=[O:30])[N:5]([CH3:6])[CH2:4][CH:3]([O:7][CH3:8])[O:2][CH3:1])=[N:25][N:24]=2)[CH3:22])=[CH:31][CH:32]=1 |f:3.4|. Procedure: Methylaminoacetaldehyde dimethylacetal (1.8 grams, 0.015 mole) was added to a benzene solution containing 4.0 grams (0.015 mole) of the 5-[1-(4-methylphenoxy)ethyl]-1,3,4-thiadiazol-2-yl isocyanate dimer (prepared above). The resulting solution was refluxed for 20 minutes, topped on a roto-vac at 70° C. to form a viscous red-orange oil, which was redissolved in benzene-hexane mixture and left to stand overnight. Crystals formed which were removed by suction filtration, and dried in a vacuum oven... The reactants are CC1(OC)[C@H](OC(C)=O)[C@H](OCC2=C(C=C(C=C2)Cl)Cl)[C@H](O1)COCC1=C(C=C(C=C1)Cl)Cl (methyl-2-O-acetyl-3,5-bis-O-(2,4-dichlorobenzyl)-1-O-methyl-D-ribofuranose), oil. Run in C([O-])([O-])=O.[K+].[K+] (potassium carbonate). Product: ClC1=C(CO[C@H]2[C@H](C(OC)O[C@@H]2COCC2=C(C=C(C=C2)Cl)Cl)O)C=CC(=C1)Cl (3,5-bis-O-(2,4-dichlorobenzyl)-1-O-methyl-D-ribofuranose). Reaction SMILES: C[C:2]1([O:22][C@H:21]([CH2:23][O:24][CH2:25][C:26]2[CH:31]=[CH:30][C:29]([Cl:32])=[CH:28][C:27]=2[Cl:33])[C@@H:10]([O:11][CH2:12][C:13]2[CH:18]=[CH:17][C:16]([Cl:19])=[CH:15][C:14]=2[Cl:20])[C@H:5]1[O:6]C(=O)C)[O:3][CH3:4]>C(=O)([O-])[O-].[K+].[K+]>[Cl:20][C:14]1[CH:15]=[C:16]([Cl:19])[CH:17]=[CH:18][C:13]=1[CH2:12][O:11][C@@H:10]1[C@@H:21]([CH2:23][O:24][CH2:25][C:26]2[CH:31]=[CH:30][C:29]([Cl:32])=[CH:28][C:27]=2[Cl:33])[O:22][CH:2]([O:3][CH3:4])[C@@H:5]1[OH:6] |f:1.2.3|. Procedure details: The compound prepared in Step 3 above (85.75 g, 0.1636 mol) in 820 mL of saturated methanolic potassium carbonate was stirred at ambient temperature for 45 minutes and then concentrated in vacuo. The oily residue was suspended in 820 mL of CH2Cl2, washed with water (493 mL+5×328 1 mL) and brine (328 mL), dried (NaSO4), filtered, and concentrated to give the product. The oil (75.93 g, 0.1573 mol) was immediatedly used in the next step without further purification. Reactants: CC(C(=O)O)CC (2-methyl-butyric acid), CC(CCO)C (3-methyl-butanol). Yields the product CC(CC(=O)O)C (3-methyl-butyric acid), C(C(C)C)(=O)O (iso-butyric acid). Reaction SMILES: [CH3:1][CH:2]([CH2:6][CH3:7])[C:3]([OH:5])=[O:4].[CH3:8]C(C)CCO>>[CH3:8][CH:6]([CH3:7])[CH2:2][C:3]([OH:5])=[O:4].[C:3]([OH:5])(=[O:4])[CH:2]([CH3:6])[CH3:1]. Procedure: A process for the preparation of 3-methyl-butyric acid comprising (a) oxidizing 3-methyl-butanol with the strain Gluconobacter roseus DSM 9364 to produce 3-methyl-butyric acid and (b) recovering the 3-methyl-butyric add produced in (a). Product: Cn1cc(NC(=O)c2cc(NC(=O)c3nc(NC(=O)c4cc(NC(=O)OC(C)(C)C)cn4C)cn3C)cn2C)cc1C(=O)O. Starting materials: COC(=O)c1cc(NC(=O)c2cc(NC(=O)c3nc(NC(=O)c4cc(NC(=O)OC(C)(C)C)cn4C)cn3C)cn2C)cn1C, [Li+], [OH-], O. As a reaction SMILES: [C:1]([CH3:2])([CH3:3])([CH3:4])[O:5][C:6](=[O:7])[NH:8][c:9]1[cH:10][c:11]([C:15](=[O:16])[NH:17][c:18]2[n:19][c:20]([C:24](=[O:25])[NH:26][c:27]3[cH:28][c:29]([C:33](=[O:34])[NH:35][c:36]4[cH:37][c:38]([C:42](=[O:43])[O:44][CH3:45])[n:39]([CH3:41])[cH:40]4)[n:30]([CH3:32])[cH:31]3)[n:21]([CH3:23])[cH:22]2)[n:12]([CH3:14])[cH:13]1.[Li+:47].[OH-:46].[OH2:48]>>[C:1]([CH3:2])([CH3:3])([CH3:4])[O:5][C:6](=[O:7])[NH:8][c:9]1[cH:10][c:11]([C:15](=[O:16])[NH:17][c:18]2[n:19][c:20]([C:24](=[O:25])[NH:26][c:27]3[cH:28][c:29]([C:33](=[O:34])[NH:35][c:36]4[cH:37][c:38]([C:42](=[O:43])[OH:44])[n:39]([CH3:41])[cH:40]4)[n:30]([CH3:32])[cH:31]3)[n:21]([CH3:23])[cH:22]2)[n:12]([CH3:14])[cH:13]1.